Dataset: the Open Reaction Database (ORD), a public repository of structured organic reaction records. Task: describe an organic reaction: reactants, conditions, products, and yield The reactants are Cl (hydrochloric acid), C(C)(=O)NC1=NC2=CC=C(C=C2C(=C1)C1=CC=C(C=C1)[N+](=O)[O-])Cl (2-acetylamino-6-chloro-4-(4-nitrophenyl)quinoline). Reagents/catalysts: [Fe] (iron). Yields the product NC1=NC2=CC=C(C=C2C(=C1)C1=CC=C(C=C1)N)Cl (2-Amino-6-chloro-4-(4-aminophenyl)quinoline). Reaction SMILES: Cl.C([NH:5][C:6]1[CH:15]=[C:14]([C:16]2[CH:21]=[CH:20][C:19]([N+:22]([O-])=O)=[CH:18][CH:17]=2)[C:13]2[C:8](=[CH:9][CH:10]=[C:11]([Cl:25])[CH:12]=2)[N:7]=1)(=O)C>[Fe]>[NH2:5][C:6]1[CH:15]=[C:14]([C:16]2[CH:17]=[CH:18][C:19]([NH2:22])=[CH:20][CH:21]=2)[C:13]2[C:8](=[CH:9][CH:10]=[C:11]([Cl:25])[CH:12]=2)[N:7]=1. Procedure details: 1.8 ml of concentrated hydrochloric acid were added dropwise to a suspension of 0.59 g of 2-acetylamino-6-chloro-4-(4-nitrophenyl)quinoline and 0.29 g of iron powder, and then the reaction mixture was heated under reflux for 4 hours and filtered while hot. The solvent was removed by distillation, an MPLC was carried out on an MPRC cartridge with a mixture of 10 parts by volume of dichloromethane and 1 part by volume of methanol, and the substance was obtained as a yellow viscous oil. The reactants are O1C(OCC1)C1=C(C=NC(=C1)OC)OCC=1C(=NC=CC1)C(=O)O (3-((4-(1,3-dioxolan-2-yl)-6-methoxypyridin-3-yloxy)methyl)picolinic acid), O=S(Cl)Cl (SOCl2), CO (MeOH). Product: C(=O)C1=C(C=NC(=C1)OC)OCC=1C(=NC=CC1)C(=O)OC (methyl 3-((4-formyl-6-methoxypyridin-3-yloxy)methyl)picolinate). Reaction SMILES: O1CC[O:3][CH:2]1[C:6]1[CH:11]=[C:10]([O:12][CH3:13])[N:9]=[CH:8][C:7]=1[O:14][CH2:15][C:16]1[C:17]([C:22]([OH:24])=[O:23])=[N:18][CH:19]=[CH:20][CH:21]=1.O=S(Cl)Cl.[CH3:29]O>>[CH:2]([C:6]1[CH:11]=[C:10]([O:12][CH3:13])[N:9]=[CH:8][C:7]=1[O:14][CH2:15][C:16]1[C:17]([C:22]([O:24][CH3:29])=[O:23])=[N:18][CH:19]=[CH:20][CH:21]=1)=[O:3]. Procedure details: To 3-((4-(1,3-dioxolan-2-yl)-6-methoxypyridin-3-yloxy)methyl)picolinic acid (55 mg, 0.17 mmol, 1 equiv) in MeOH (15 mL) was added SOCl2 (5.0 mL). The mixture was heated to reflux O/N, concentrated, and neutralized to pH 8-9 with NaHCO3(sat.) solution. The aqueous layer was extracted with EtOAc three times. The combined organic layers were dried over Na2SO4, concentrated, and purified on silica gel using a mixture of EtOAc and hexanes as eluent to give methyl 3-((4-formyl-6-methoxypyridin-3-yloxy... Reactants: N#Cc1cnc2cc(F)c(OCc3ccccc3)cc2c1Cl, CO, CCOC(C)=O, O=C(O)C(F)(F)F, CSc1ccccc1. Product: N#Cc1cnc2cc(F)c(O)cc2c1Cl. As a reaction SMILES: [CH2:1]([c:2]1[cH:3][cH:4][cH:5][cH:6][cH:7]1)[O:8][c:9]1[cH:10][c:11]2[c:12]([Cl:22])[c:13]([C:20]#[N:21])[cH:14][n:15][c:16]2[cH:17][c:18]1[F:19].[CH3:38][OH:39].[CH3:40][CH2:41][O:42][C:43](=[O:44])[CH3:45].[OH:31][C:32]([C:33]([F:34])([F:35])[F:36])=[O:37].[c:23]1([S:24][CH3:25])[cH:26][cH:27][cH:28][cH:29][cH:30]1>>[OH:8][c:9]1[cH:10][c:11]2[c:12]([Cl:22])[c:13]([C:20]#[N:21])[cH:14][n:15][c:16]2[cH:17][c:18]1[F:19]. Starting materials: [Br-].C1(=CC=CC=C1)CC[N+]1=CC=C(C=C1)C(=O)OCC (1-(2-phenylethyl)-4-carboethoxypyridinium bromide). Reagents/catalysts: [Pt](=O)=O (platinum (IV) oxide). Run in CO (methanol). Run at time 1.5 hour. Product: C1(=CC=CC=C1)CCN1CCC(CC1)C(=O)OCC (1-(2-phenylethyl)-4-carboethoxypiperidine). Isolated yield 89.9%. Reaction SMILES: [Br-].[C:2]1([CH2:8][CH2:9][N+:10]2[CH:15]=[CH:14][C:13]([C:16]([O:18][CH2:19][CH3:20])=[O:17])=[CH:12][CH:11]=2)[CH:7]=[CH:6][CH:5]=[CH:4][CH:3]=1>[Pt](=O)=O.CO>[C:2]1([CH2:8][CH2:9][N:10]2[CH2:15][CH2:14][CH:13]([C:16]([O:18][CH2:19][CH3:20])=[O:17])[CH2:12][CH2:11]2)[CH:3]=[CH:4][CH:5]=[CH:6][CH:7]=1 |f:0.1|. Reported procedure: A mixture of 5.90 g (17.5 mmol) of 1-(2-phenylethyl)-4-carboethoxypyridinium bromide, 0.60 g of platinum (IV) oxide and 100 mL of methanol was hydrogenated at 50 p.s.i. and room temperature for 1.5 hours. The reaction mixture was filtered, concentrated and the residue dissolved in water. The aqueous solution was made alkaline to pH 9-10 with aqueous potassium carbonate and extracted with ethyl acetate. The organic extracts were washed with saturated sodium bicarbonate solution, saturated sodium ... Reactants: ClCCN(C1=CC=C(C=C1)NC(NC=1C=C(C=CC1)NC(CN1CCCC1)=O)=O)CCCl (N-(3-(3-(4-(bis(2-chloroethyl)amino)phenyl)ureido)-phenyl)-2-(pyrrolidin-1-yl)acetamide), Cl (hydrochloride), ClCCN(C1=CC=C(C=C1)NC(NC=1C=C(C=CC1)NC(CCl)=O)=O)CCCl (N-(3-(3-(4-(bis(2-chloroethyl)amino)phenyl)ureido)phenyl)-2-chloroacetamide), N1CCCC1 (pyrrolidine). The solvent is C1CCOC1 (THF). Product: Cl.ClCCN(C1=CC=C(C=C1)NC(NC=1C=C(C=CC1)NC(CN(C)C)=O)=O)CCCl (N-(3-(3-(4-(Bis(2-chloroethyl)amino)phenyl)ureido)-phenyl)-2-(dimethyl-amino)acetamide hydrochloride). Reaction SMILES: [Cl:1][CH2:2][CH2:3][N:4]([CH2:30][CH2:31][Cl:32])[C:5]1[CH:10]=[CH:9][C:8]([NH:11][C:12](=[O:29])[NH:13][C:14]2[CH:15]=[C:16]([NH:20][C:21](=[O:28])[CH2:22][N:23]3[CH2:27]CC[CH2:24]3)[CH:17]=[CH:18][CH:19]=2)=[CH:7][CH:6]=1.Cl.ClCCN(CCCl)C1C=CC(NC(=O)NC2C=C(NC(=O)CCl)C=CC=2)=CC=1.N1CCCC1>C1COCC1>[ClH:1].[Cl:1][CH2:2][CH2:3][N:4]([CH2:30][CH2:31][Cl:32])[C:5]1[CH:10]=[CH:9][C:8]([NH:11][C:12](=[O:29])[NH:13][C:14]2[CH:15]=[C:16]([NH:20][C:21](=[O:28])[CH2:22][N:23]([CH3:27])[CH3:24])[CH:17]=[CH:18][CH:19]=2)=[CH:7][CH:6]=1 |f:5.6|. Reported procedure: By following the same procedure as that for BO-2189, N-(3-(3-(4-(bis(2-chloroethyl)amino)phenyl)ureido)-phenyl)-2-(pyrrolidin-1-yl)acetamide (BO-2151) hydrochloride was prepared from N-(3-(3-(4-(bis(2-chloroethyl)amino)phenyl)ureido)phenyl)-2-chloroacetamide (2.2 g, 5.0 mmol) and pyrrolidine (1.6 g, 20 mmol) in THF (50 mL), 1.6 g (69%), mp 66-68° C. 1H NMR (DMSO-d6) δ: 1.90-1.93 (2H, m, CH2), 1.98-2.01 (2H, m, CH2), 3.11-3.15 (2H, m, CH2), 3.61-3.64 (2H, m, CH2), 3.66-3.72 (8H, m, CH2), 6.72-6.7... Starting materials: BrC=1C=NN(C1)C(C1=CC=CC=C1)(C1=CC=CC=C1)C1=CC=CC=C1 (4-bromo-1-trityl-1-H-pyrazole), [F-].[K+] (potassium fluoride), ClC1=NC=CC=C1B(O)O (2-chloropyridine-3-boronic acid), F[B-](F)(F)F.C(C)(C)(C)[PH+](C(C)(C)C)C(C)(C)C (tri-t-butylphosphonium tetrafluoroborate). Reagents/catalysts: C=1C=CC(=CC1)/C=C/C(=O)/C=C/C2=CC=CC=C2.C=1C=CC(=CC1)/C=C/C(=O)/C=C/C2=CC=CC=C2.C=1C=CC(=CC1)/C=C/C(=O)/C=C/C2=CC=CC=C2.[Pd].[Pd] (tris(dibenzylideneacetone)dipalladium). The solvent is O1CCOCC1 (1,4-dioxane). Reaction conditions: temperature 100 celsius. The product is ClC1=NC=CC=C1C=1C=NN(C1)C(C1=CC=CC=C1)(C1=CC=CC=C1)C1=CC=CC=C1 (2-chloro-3-(1-trityl-1H-pyrazol-4-yl)pyridine). As a reaction SMILES: Br[C:2]1[CH:3]=[N:4][N:5]([C:7]([C:20]2[CH:25]=[CH:24][CH:23]=[CH:22][CH:21]=2)([C:14]2[CH:19]=[CH:18][CH:17]=[CH:16][CH:15]=2)[C:8]2[CH:13]=[CH:12][CH:11]=[CH:10][CH:9]=2)[CH:6]=1.[F-].[K+].[Cl:28][C:29]1[C:34](B(O)O)=[CH:33][CH:32]=[CH:31][N:30]=1.F[B-](F)(F)F.C([PH+](C(C)(C)C)C(C)(C)C)(C)(C)C>C1C=CC(/C=C/C(/C=C/C2C=CC=CC=2)=O)=CC=1.C1C=CC(/C=C/C(/C=C/C2C=CC=CC=2)=O)=CC=1.C1C=CC(/C=C/C(/C=C/C2C=CC=CC=2)=O)=CC=1.[Pd].[Pd].O1CCOCC1>[Cl:28][C:29]1[C:34]([C:2]2[CH:3]=[N:4][N:5]([C:7]([C:20]3[CH:25]=[CH:24][CH:23]=[CH:22][CH:21]=3)([C:14]3[CH:19]=[CH:18][CH:17]=[CH:16][CH:15]=3)[C:8]3[CH:13]=[CH:12][CH:11]=[CH:10][CH:9]=3)[CH:6]=2)=[CH:33][CH:32]=[CH:31][N:30]=1 |f:1.2,4.5,6.7.8.9.10|. Procedure details: To an argon purged 48 mL sealed pressure vessel was added 1,4-dioxane (2.6 mL), 4-bromo-1-trityl-1-H-pyrazole (1.00 g, 2.60 mmol), potassium fluoride (0.492 g, 8.48 mmol), 2-chloropyridine-3-boronic acid (0.808 g, 5.14 mmol), tris(dibenzylideneacetone)dipalladium (0)(0.176 g, 0.193 mmol) and tri-t-butylphosphonium tetrafluoroborate (0.168 g, 0.578 mmol). The vessel was purged with argon and heated to 100° C. for 5 hours. The mixture was cooled to RT, filtered through a pad of silica gel using Et...